From a dataset of the Open Reaction Database (ORD), a public repository of structured organic reaction records. describe an organic reaction: reactants, conditions, products, and yield Reactants: [Br-], C1CCOC1, CC[Mg+], C#CCCCCCCCC, [Cl-], ClCC#CCCl, Cl[Cu], [NH4+]. Yields the product CCCCCCCCC#CCC#CCCl. As a reaction SMILES: [Br-:1].[CH2:23]1[O:24][CH2:25][CH2:26][CH2:27]1.[CH2:2]([Mg+:3])[CH3:4].[CH:5]#[C:6][CH2:7][CH2:8][CH2:9][CH2:10][CH2:11][CH2:12][CH2:13][CH3:14].[Cl-:21].[Cl:15][CH2:16][C:17]#[C:18][CH2:19][Cl:20].[Cl:28][Cu:29].[NH4+:22]>>[C:5](#[C:6][CH2:7][CH2:8][CH2:9][CH2:10][CH2:11][CH2:12][CH2:13][CH3:14])[CH2:19][C:18]#[C:17][CH2:16][Cl:15]. The reactants are BrCCC1=C(C(=C(C=C1)OC1=C(C(=C(C=C1)CCBr)Cl)Cl)Cl)Cl (2-bromoethyl-2,3-dichlorophenyl ether), C(C)(C)N (isopropyl amine). The product is Cl.ClC1=C(OCCNC(C)C)C=CC=C1Cl (N-[2-(2,3-Dichlorophenoxy)ethyl]-1-methylethanamine, Hydrochloride). Isolated yield 62.7%. RXN SMILES: BrCCC1C=[CH:8][C:7]([O:10][C:11]2[CH:16]=[CH:15][C:14](CCBr)=[C:13]([Cl:20])[C:12]=2[Cl:21])=C(Cl)C=1Cl.[CH:24]([NH2:27])([CH3:26])[CH3:25]>>[ClH:20].[Cl:21][C:12]1[C:13]([Cl:20])=[CH:14][CH:15]=[CH:16][C:11]=1[O:10][CH2:7][CH2:8][NH:27][CH:24]([CH3:26])[CH3:25] |f:2.3|. Reported procedure: Following the procedure of Example 11, 2-bromoethyl-2,3-dichlorophenyl ether was reacted with isopropyl amine (excess) and the reaction mixture processed to give an oil, the free base of the title compound. A portion of the oil was reacted with ethereal hydrogen chloride salt, m.p. 161°-163.5° C. in 62.7% yield. Reactants: BrC1=CC=2N(C(N(C(C2S1)=O)C1CCN(CC1)C(=O)OC(C)(C)C)=O)CC1=NC(=NO1)CC (Tert-butyl 4-{6-bromo-1-[(3-ethyl-1,2,4-oxadiazol-5-yl)methyl]-2,4-dioxo-1,4-dihydrothieno[3,2-d]pyrimidin-3(2H)-yl}piperidine-1-carboxylate), O1COC2=C1C=CC(=C2)B(O)O (1,3-benzodioxol-5-ylboronic acid), C([O-])([O-])=O.[Cs+].[Cs+] (cesium carbonate). The reagents and catalysts are C1CCC(CC1)P(C2CCCCC2)C3CCCCC3.C1CCC(CC1)P(C2CCCCC2)C3CCCCC3.Cl[Pd]Cl (dichlorobis(tricyclohexylphosphine)palladium). The solvent is O1CCOCC1 (dioxane). Yields the product O1COC2=C1C=CC(=C2)C2=CC=1N(C(N(C(C1S2)=O)C2CCN(CC2)C(=O)OC(C)(C)C)=O)CC2=NC(=NO2)CC (tert-butyl 4-[6-(1,3-benzodioxol-5-yl)-1-[(3-ethyl-1,2,4-oxadiazol-5-yl)methyl]-2,4-dioxo-1,4-dihydrothieno[3,2-d]pyrimidin-3(2H)-yl]piperidine-1-carboxylate). Reaction SMILES: Br[C:2]1[S:10][C:9]2[C:8](=[O:11])[N:7]([CH:12]3[CH2:17][CH2:16][N:15]([C:18]([O:20][C:21]([CH3:24])([CH3:23])[CH3:22])=[O:19])[CH2:14][CH2:13]3)[C:6](=[O:25])[N:5]([CH2:26][C:27]3[O:31][N:30]=[C:29]([CH2:32][CH3:33])[N:28]=3)[C:4]=2[CH:3]=1.[O:34]1[C:38]2[CH:39]=[CH:40][C:41](B(O)O)=[CH:42][C:37]=2[O:36][CH2:35]1.C(=O)([O-])[O-].[Cs+].[Cs+]>O1CCOCC1.C1CCC(P(C2CCCCC2)C2CCCCC2)CC1.C1CCC(P(C2CCCCC2)C2CCCCC2)CC1.Cl[Pd]Cl>[O:34]1[C:38]2[CH:39]=[CH:40][C:41]([C:2]3[S:10][C:9]4[C:8](=[O:11])[N:7]([CH:12]5[CH2:13][CH2:14][N:15]([C:18]([O:20][C:21]([CH3:24])([CH3:22])[CH3:23])=[O:19])[CH2:16][CH2:17]5)[C:6](=[O:25])[N:5]([CH2:26][C:27]5[O:31][N:30]=[C:29]([CH2:32][CH3:33])[N:28]=5)[C:4]=4[CH:3]=3)=[CH:42][C:37]=2[O:36][CH2:35]1 |f:2.3.4,6.7.8|. Procedure details: Tert-butyl 4-{6-bromo-1-[(3-ethyl-1,2,4-oxadiazol-5-yl)methyl]-2,4-dioxo-1,4-dihydrothieno[3,2-d]pyrimidin-3(2H)-yl}piperidine-1-carboxylate 405 mg, compound B99), 1,3-benzodioxol-5-ylboronic acid (368 mg), dichlorobis(tricyclohexylphosphine)palladium (137 mg) and aqueous cesium carbonate solution (1.39 ml, 2.0 M) in dioxane (18 ml) are reacted according to the procedure described in example B55 to afford the title compound after purification by flash column chromatography [silica gel, elution g...